The task is: describe an organic reaction: reactants, conditions, products, and yield. This data is from the Open Reaction Database (ORD), a public repository of structured organic reaction records. Starting materials: CN(CCCNC1=NN=C(C2=CC3=CC=CC=C3C=C12)NCCCN(C)C)C (1,4-bis[N-(3-dimethylaminopropyl) amino]-2,3-diaza-anthracene), C(C)(=O)OC(C)=O (acetic anhydride). Run in N1=CC=CC=C1 (pyridine). Yields the product CN(CCCN(C(C)=O)C1=NN=C(C2=CC3=CC=CC=C3C=C12)NCCCN(C)C)C (1-[N-(3-dimethylaminopropyl)-N-(acetyl)amino]-4-[N-(3-dimethylaminopropyl)amino]-2,3-diaza-anthracene). As a reaction SMILES: [CH3:1][N:2]([CH3:28])[CH2:3][CH2:4][CH2:5][NH:6][C:7]1[C:20]2[C:11](=[CH:12][C:13]3[C:18]([CH:19]=2)=[CH:17][CH:16]=[CH:15][CH:14]=3)[C:10]([NH:21][CH2:22][CH2:23][CH2:24][N:25]([CH3:27])[CH3:26])=[N:9][N:8]=1.[C:29](OC(=O)C)(=[O:31])[CH3:30]>N1C=CC=CC=1>[CH3:28][N:2]([CH3:1])[CH2:3][CH2:4][CH2:5][N:6]([C:7]1[C:20]2[C:11](=[CH:12][C:13]3[C:18]([CH:19]=2)=[CH:17][CH:16]=[CH:15][CH:14]=3)[C:10]([NH:21][CH2:22][CH2:23][CH2:24][N:25]([CH3:26])[CH3:27])=[N:9][N:8]=1)[C:29](=[O:31])[CH3:30]. Procedure details: A solution of 1,4-bis[N-(3-dimethylaminopropyl) amino]-2,3-diaza-anthracene (0.76 g) in pyridine (0.6 ml) and acetic anhydride (94 ml) is left at room temperature for 15 hours. After distillation of the solvent at reduced pressure the residue is dissolved in ethyl acetate (20 ml) and the organic solution is washed with 5% sodium bicarbonate (2×15 ml) and with brine (5 ml). Drying over sodium sulphate and removal of the solvent at reduced pressure gives 0.57 g of 1-[N-(3-dimethylaminopropyl)-N-(a... Starting materials: O=C([O-])O, O=C(Cl)c1csc(CCl)n1, ClCCl, CS(=O)(=O)Nc1cc(-c2cc(N)c3cnn(S(=O)(=O)c4ccccc4)c3c2)cnc1Cl, [Na+], c1ccncc1. Product: CS(=O)(=O)Nc1cc(-c2cc(NC(=O)c3csc(CCl)n3)c3cnn(S(=O)(=O)c4ccccc4)c3c2)cnc1Cl. Reaction SMILES: [C:48](=[O:49])([OH:50])[O-:51].[Cl:38][CH2:39][c:40]1[s:41][cH:42][c:43]([C:45](=[O:46])[Cl:47])[n:44]1.[Cl:53][CH2:54][Cl:55].[NH2:1][c:2]1[c:3]2[cH:4][n:5][n:6]([S:23](=[O:24])(=[O:25])[c:26]3[cH:27][cH:28][cH:29][cH:30][cH:31]3)[c:7]2[cH:8][c:9](-[c:11]2[cH:12][c:13]([NH:18][S:19](=[O:20])(=[O:21])[CH3:22])[c:14]([Cl:17])[n:15][cH:16]2)[cH:10]1.[Na+:52].[cH:32]1[cH:33][cH:34][n:35][cH:36][cH:37]1>>[NH:1]([c:2]1[c:3]2[cH:4][n:5][n:6]([S:23](=[O:24])(=[O:25])[c:26]3[cH:27][cH:28][cH:29][cH:30][cH:31]3)[c:7]2[cH:8][c:9](-[c:11]2[cH:12][c:13]([NH:18][S:19](=[O:20])(=[O:21])[CH3:22])[c:14]([Cl:17])[n:15][cH:16]2)[cH:10]1)[C:45]([c:43]1[cH:42][s:41][c:40]([CH2:39][Cl:38])[n:44]1)=[O:46].